This data is from the Open Reaction Database (ORD), a public repository of structured organic reaction records. The task is: describe an organic reaction: reactants, conditions, products, and yield Reactants: [Br-], O=C([O-])[O-], CO, [K+], [K+], CCC(=O)CC(C)(N)CC, N, [NH4+], O=C1CCCCC1. Product: CCC1=NC2(CCCCC2)NC(C)(CC)C1. Reaction SMILES: [Br-:18].[C:21](=[O:22])([O-:23])[O-:24].[CH3:27][OH:28].[K+:25].[K+:26].[NH2:1][C:2]([CH2:3][C:4]([CH2:5][CH3:6])=[O:7])([CH2:8][CH3:9])[CH3:10].[NH3:20].[NH4+:19].[O:11]=[C:12]1[CH2:13][CH2:14][CH2:15][CH2:16][CH2:17]1>>[NH:1]1[C:2]([CH2:8][CH3:9])([CH3:10])[CH2:3][C:4]([CH2:5][CH3:6])=[N:19][C:12]12[CH2:13][CH2:14][CH2:15][CH2:16][CH2:17]2. The reactants are IC=1N=CN(C1I)CC1=CC2=CC=CC=C2C=C1 (4,5-diiodo-1-(naphthalen-2-ylmethyl)-1H-imidazole), IC (iodomethane). The solvent is C(C)#N (acetonitrile). Product: [I-].IC=1N(C[NH+](C1I)C)CC1=CC2=CC=CC=C2C=C1 (4,5-diiodo-1-methyl-3-(naphthalen-2-ylmethyl)-1H-imidazolium iodide). As a reaction SMILES: [I:1][C:2]1[N:3]=[CH:4][N:5]([CH2:8][C:9]2[CH:18]=[CH:17][C:16]3[C:11](=[CH:12][CH:13]=[CH:14][CH:15]=3)[CH:10]=2)[C:6]=1[I:7].I[CH3:20]>C(#N)C>[I-:1].[I:7][C:6]1[N:5]([CH2:8][C:9]2[CH:18]=[CH:17][C:16]3[C:11](=[CH:12][CH:13]=[CH:14][CH:15]=3)[CH:10]=2)[CH2:4][NH+:3]([CH3:20])[C:2]=1[I:1] |f:3.4|. Procedure details: 4,5-diiodoimidazole (5.0 mmol) and KOH (5.0 mmol) were placed in a round bottom flask with 50 mL THF. The mixture was brought to reflux and stirred 0.5 h until KOH was consumed. 2-bromomethylnapthalene (5.0 mmol) was added and the solution was stirred at reflux for 17 hours. KBr was removed by vacuum filtration and the filtrate was collected. The volatiles were removed by rotary evaporation to give 4,5-diiodo-1-(naphthalen-2-ylmethyl)-1H-imidazole as a off white solid. 4,5-diiodo-1-(naphthalen-2...